From a dataset of the Open Reaction Database (ORD), a public repository of structured organic reaction records. describe an organic reaction: reactants, conditions, products, and yield Reactants: CO, O=C(O)c1ccc(F)c(F)c1Nc1ccc(CCO)cc1F, NOCCO. Yields the product O=C(NOCCO)c1ccc(F)c(F)c1Nc1ccc(CCO)cc1F. As a reaction SMILES: [CH3:28][OH:29].[F:1][c:2]1[c:3]([NH:12][c:13]2[c:14]([F:22])[cH:15][c:16]([CH2:19][CH2:20][OH:21])[cH:17][cH:18]2)[c:4]([C:5](=[O:6])[OH:7])[cH:8][cH:9][c:10]1[F:11].[NH2:23][O:24][CH2:25][CH2:26][OH:27]>>[F:1][c:2]1[c:3]([NH:12][c:13]2[c:14]([F:22])[cH:15][c:16]([CH2:19][CH2:20][OH:21])[cH:17][cH:18]2)[c:4]([C:5](=[O:7])[NH:23][O:24][CH2:25][CH2:26][OH:27])[cH:8][cH:9][c:10]1[F:11].